Task: describe an organic reaction: reactants, conditions, products, and yield. Dataset: the Open Reaction Database (ORD), a public repository of structured organic reaction records Starting materials: C(#N)C1CN(C1)C([C@@H](C)NC(=O)C1=CN(C2=NC=C(N=C21)Br)COCC[Si](C)(C)C)=O (2-bromo-5-(2-trimethylsilanyl-ethoxymethyl)-5H-pyrrolo[2,3-b]pyrazine-7-carboxylic acid [(R)-2-(3-cyano-azetidin-1-yl)-1-methyl-2-oxo-ethyl]-amide), C(C)(C)(C)C1=CC(=NC=C1)[Sn](CCCC)(CCCC)CCCC (4-tert-butyl-2-(tributylstannyl)pyridine), C(#N)C1CCN(CC1)C([C@@H](C1CC1)NC(=O)C1=CN(C2=NC=C(N=C21)Br)COCC[Si](C)(C)C)=O (2-bromo-5-(2-trimethylsilanyl-ethoxymethyl)-5H-pyrrolo[2,3-b]pyrazine-7-carboxylic acid [(R)-2-(4-cyano-piperidin-1-yl)-1-cyclopropyl-2-oxo-ethyl]-amide), N1(N=CC=C1)C1=CC(=NC=C1)[Sn](CCCC)(CCCC)CCCC (4-pyrazol-1-yl-2-tributylstannanyl-pyridine). Yields the product C(#N)C1CN(C1)C([C@@H](C)NC(=O)C1=CNC2=NC=C(N=C21)C2=NC=CC(=C2)N2N=CC=C2)=O (2-(4-Pyrazol-1-yl-pyridin-2-yl)-5H-pyrrolo[2,3-b]pyrazine-7-carboxylic acid [(R)-2-(3-cyano-azetidin-1-yl)-1-methyl-2-oxo-ethyl]-amide). As a reaction SMILES: [C:1]([CH:3]1[CH2:6][N:5]([C:7](=[O:31])[C@H:8]([NH:10][C:11]([C:13]2[C:21]3[C:16](=[N:17][CH:18]=[C:19](Br)[N:20]=3)[N:15](COCC[Si](C)(C)C)[CH:14]=2)=[O:12])[CH3:9])[CH2:4]1)#[N:2].C(C1CCN(C(=O)[C@H](NC(C2C3C(=NC=C(Br)N=3)N(COCC[Si](C)(C)C)C=2)=O)C2CC2)CC1)#N.[N:67]1([C:72]2[CH:77]=[CH:76][N:75]=[C:74]([Sn](CCCC)(CCCC)CCCC)[CH:73]=2)[CH:71]=[CH:70][CH:69]=[N:68]1.C(C1C=CN=C([Sn](CCCC)(CCCC)CCCC)C=1)(C)(C)C>>[C:1]([CH:3]1[CH2:6][N:5]([C:7](=[O:31])[C@H:8]([NH:10][C:11]([C:13]2[C:21]3[C:16](=[N:17][CH:18]=[C:19]([C:76]4[CH:77]=[C:72]([N:67]5[CH:71]=[CH:70][CH:69]=[N:68]5)[CH:73]=[CH:74][N:75]=4)[N:20]=3)[NH:15][CH:14]=2)=[O:12])[CH3:9])[CH2:4]1)#[N:2]. Reported procedure: Prepared according to the procedure outlined in Example 111, steps 4-5 substituting 2-bromo-5-(2-trimethylsilanyl-ethoxymethyl)-5H-pyrrolo[2,3-b]pyrazine-7-carboxylic acid [(R)-2-(3-cyano-azetidin-1-yl)-1-methyl-2-oxo-ethyl]-amide for 2-bromo-5-(2-trimethylsilanyl-ethoxymethyl)-5H-pyrrolo[2,3-b]pyrazine-7-carboxylic acid [(R)-2-(4-cyano-piperidin-1-yl)-1-cyclopropyl-2-oxo-ethyl]-amide and 4-pyrazol-1-yl-2-tributylstannanyl-pyridine for 4-tert-butyl-2-(tributylstannyl)pyridine. MS: (M+H)+=442. Reaction SMILES: [CH3:1][O:2][C:3]1[CH:4]=[C:5]2[C:10](=[CH:11][C:12]=1[O:13][CH3:14])[N:9]=[CH:8][CH:7]=[C:6]2[O:15][C:16]1[CH:22]=[CH:21][C:19]([NH2:20])=[CH:18][CH:17]=1.ClC(Cl)(O[C:27](=[O:33])OC(Cl)(Cl)Cl)Cl.[NH2:35][N:36]1[CH2:42][CH2:41][CH2:40][CH2:39][CH2:38][CH2:37]1.C(=O)(O)[O-].[Na+]>C(Cl)Cl.C(N(CC)CC)C.C1(C)C=CC=CC=1>[CH3:1][O:2][C:3]1[CH:4]=[C:5]2[C:10](=[CH:11][C:12]=1[O:13][CH3:14])[N:9]=[CH:8][CH:7]=[C:6]2[O:15][C:16]1[CH:22]=[CH:21][C:19]([NH:20][C:27]([NH:35][N:36]2[CH2:42][CH2:41][CH2:40][CH2:39][CH2:38][CH2:37]2)=[O:33])=[CH:18][CH:17]=1 |f:3.4|. Reported procedure: 4-[(6,7-Dimethoxy-4-quinolyl)oxy]aniline (50 mg) was added to toluene (5 ml), and triethylamine (0.5 ml), and the mixture was heated under reflux to prepare a solution. A solution of triphosgene (50 mg) in methylene chloride was then added thereto, and the mixture was heated under reflux for 10 min. Next, 1-aminohomopiperidine (50 mg) was added thereto, and the mixture was further stirred with heating under reflux for 3 hr. A saturated aqueous sodium bicarbonate solution was added to the reactio... Yield: 47.6%. Solvent: C(C)N(CC)CC (triethylamine), C1(=CC=CC=C1)C (toluene), C(Cl)Cl (methylene chloride). Reactants: COC=1C=C2C(=CC=NC2=CC1OC)OC1=CC=C(N)C=C1 (4-[(6,7-Dimethoxy-4-quinolyl)oxy]aniline), ClC(Cl)(OC(OC(Cl)(Cl)Cl)=O)Cl (triphosgene), C([O-])(O)=O.[Na+] (sodium bicarbonate), NN1CCCCCC1 (1-aminohomopiperidine). Yields the product COC=1C=C2C(=CC=NC2=CC1OC)OC1=CC=C(C=C1)NC(=O)NN1CCCCCC1 (N-{4-[(6,7-Dimethoxy-4-quinolyl)oxy]phenyl}-N′-(1-homopiperidinyl)urea).